Dataset: the Open Reaction Database (ORD), a public repository of structured organic reaction records. Task: describe an organic reaction: reactants, conditions, products, and yield RXN SMILES: [CH3:27][CH2:28][OH:29].[F:1][c:2]1[cH:3][cH:4][c:5]([CH:8]2[CH:9]([CH2:14][c:15]3[cH:16][c:17]([C:21]([F:22])([F:23])[F:24])[cH:18][cH:19][cH:20]3)[NH:10][C:11](=[O:13])[O:12]2)[cH:6][cH:7]1.[Na+:26].[OH-:25]>>[F:1][c:2]1[cH:3][cH:4][c:5]([CH:8]([CH:9]([NH2:10])[CH2:14][c:15]2[cH:16][c:17]([C:21]([F:22])([F:23])[F:24])[cH:18][cH:19][cH:20]2)[OH:12])[cH:6][cH:7]1. The product is NC(Cc1cccc(C(F)(F)F)c1)C(O)c1ccc(F)cc1. Starting materials: CCO, O=C1NC(Cc2cccc(C(F)(F)F)c2)C(c2ccc(F)cc2)O1, [Na+], [OH-].